From a dataset of the Open Reaction Database (ORD), a public repository of structured organic reaction records. describe an organic reaction: reactants, conditions, products, and yield Reactants: COC(CCC(=O)C1=CC(=C(C=C1)NC(C(C)C)=O)[N+](=O)[O-])=O (4-(3'-nitro-4'-isobutyrylamino-phenyl)-4-oxo-butyric acid methylester). Solvent: C(C)O (ethanol). The product is COC(CCC(=O)C1=CC(=C(C=C1)NC(C(C)C)=O)N)=O (4-(3-Amino-4-isobutyrylamino-phenyl)-4-oxo-butyric acid methyl ester). RXN SMILES: [CH3:1][O:2][C:3](=[O:23])[CH2:4][CH2:5][C:6]([C:8]1[CH:13]=[CH:12][C:11]([NH:14][C:15](=[O:19])[CH:16]([CH3:18])[CH3:17])=[C:10]([N+:20]([O-])=O)[CH:9]=1)=[O:7]>C(O)C>[CH3:1][O:2][C:3](=[O:23])[CH2:4][CH2:5][C:6]([C:8]1[CH:13]=[CH:12][C:11]([NH:14][C:15](=[O:19])[CH:16]([CH3:17])[CH3:18])=[C:10]([NH2:20])[CH:9]=1)=[O:7]. Procedure: 15.5 gm of 4-(3'-nitro-4'-isobutyrylamino-phenyl)-4-oxo-butyric acid methylester were hydrogenated with 4 gm of palladized coal in 480 ml of ethanol at room temperature and 5 atmospheres pressure. The mixture was then suction-filtered, the filter cake was taken up in hot ethanol, the mixturewas filtered, and the reaction product was allowed to crystallize out of the filtrate; m.p. 178° C. Reactants: [N+](=O)([O-])C1=C(OC2CCN(CC2)C(CNC(=O)C2=NNC(=C2)C2=CC=CC=C2)=O)C=CC=C1 (5-phenyl-1H-pyrazole-3-carboxylic acid {2-[4-(2-nitro-phenoxy)-piperidin-1-yl]-2-oxo-ethyl}-amide). The reagents and catalysts are [Pd] (Pd/C). Run in CO (methanol), C1CCOC1 (THF). Conditions: time 30 minute. The product is NC1=C(OC2CCN(CC2)C(CNC(=O)C2=NNC(=C2)C2=CC=CC=C2)=O)C=CC=C1 (5-phenyl-1H-pyrazole-3-carboxylic acid {2-[4-(2-amino-phenoxy)-piperidin-1-yl]-2-oxo-ethyl}-amide). Yield: 37.2%. As a reaction SMILES: [N+:1]([C:4]1[CH:33]=[CH:32][CH:31]=[CH:30][C:5]=1[O:6][CH:7]1[CH2:12][CH2:11][N:10]([C:13](=[O:29])[CH2:14][NH:15][C:16]([C:18]2[CH:22]=[C:21]([C:23]3[CH:28]=[CH:27][CH:26]=[CH:25][CH:24]=3)[NH:20][N:19]=2)=[O:17])[CH2:9][CH2:8]1)([O-])=O>CO.C1COCC1.[Pd]>[NH2:1][C:4]1[CH:33]=[CH:32][CH:31]=[CH:30][C:5]=1[O:6][CH:7]1[CH2:8][CH2:9][N:10]([C:13](=[O:29])[CH2:14][NH:15][C:16]([C:18]2[CH:22]=[C:21]([C:23]3[CH:24]=[CH:25][CH:26]=[CH:27][CH:28]=3)[NH:20][N:19]=2)=[O:17])[CH2:11][CH2:12]1. Procedure: To a stirred solution of 5-phenyl-1H-pyrazole-3-carboxylic acid {2-[4-(2-nitro-phenoxy)-piperidin-1-yl]-2-oxo-ethyl}-amide (0.07 g, 0.00016 mole) in a mixture of methanol (5 mL) and THF (5 mL) was added 10% Pd/C (0.01 g). The resulting mixture was stirred under an atmosphere of hydrogen for 30 minutes. The mixture was then filtered through celite, and the celite was washed with methanol. The combined organic layers were concentrated under reduced pressure. The resulting residue was re-crystalliz... Reactants: CCOC(C)=O, O=C(N1CCc2ccc([N+](=O)[O-])cc2C1)C(F)(F)F. Yields the product Nc1ccc2c(c1)CN(C(=O)C(F)(F)F)CC2. Reaction SMILES: [CH3:20][CH2:21][O:22][C:23]([CH3:24])=[O:25].[N+:1]([O-:2])(=[O:3])[c:4]1[cH:5][cH:6][c:7]2[c:12]([cH:13]1)[CH2:11][N:10]([C:14]([C:15]([F:16])([F:17])[F:18])=[O:19])[CH2:9][CH2:8]2>>[NH2:1][c:4]1[cH:5][cH:6][c:7]2[c:12]([cH:13]1)[CH2:11][N:10]([C:14]([C:15]([F:16])([F:17])[F:18])=[O:19])[CH2:9][CH2:8]2. The product is COC(\C=C\C1=CC(=CC=C1)Br)=O (trans-3-(3-bromo-phenyl)-acrylic acid methyl ester). Reactants: S(O)(O)(=O)=O (sulfuric acid), BrC=1C=C(C=CC(=O)O)C=CC1 (3-bromocinnamic acid), CO (MeOH). As a reaction SMILES: S(=O)(=O)(O)O.[Br:6][C:7]1[CH:8]=[C:9]([CH:15]=[CH:16][CH:17]=1)[CH:10]=[CH:11][C:12]([OH:14])=[O:13].[CH3:18]O>>[CH3:18][O:13][C:12](=[O:14])/[CH:11]=[CH:10]/[C:9]1[CH:15]=[CH:16][CH:17]=[C:7]([Br:6])[CH:8]=1. Reported procedure: Add concentrated sulfuric acid (5.0 mL, 90 mmol) to a solution of 3-bromocinnamic acid (25.0 g, 110 mmol) in MeOH (250 mL). Heat the mixture to reflux for 5 h then cool to room temperature and concentrate under reduced pressure. Dilute the residue with water and extract with EtOAc. Concentrate the combined organic phase under reduced pressure and purify the residue by silica gel chromatography to provide 26 g of trans-3-(3-bromo-phenyl)-acrylic acid methyl ester. Yield: 95.3%. The reactants are C1(CCCC1)C1=NC2=C(N1)C=CC=C2 (2-cyclopentyl-1H-benzo[d]imidazole), BrCC1=CC2=C(/C(/C3=C(OC2)C=C(C=C3)F)=C(\C#N)/C)C=C1 ((E)-2-[8-(bromomethyl)-3-fluorodibenzo[b,e]oxepin-11(6H)-ylidene]propanenitrile). As a reaction SMILES: [CH:1]1([C:6]2[NH:10][C:9]3[CH:11]=[CH:12][CH:13]=[CH:14][C:8]=3[N:7]=2)[CH2:5][CH2:4][CH2:3][CH2:2]1.Br[CH2:16][C:17]1[CH:36]=[CH:35][C:20]2/[C:21](=[C:31](/[CH3:34])\[C:32]#[N:33])/[C:22]3[CH:29]=[CH:28][C:27]([F:30])=[CH:26][C:23]=3[O:24][CH2:25][C:19]=2[CH:18]=1>>[CH:1]1([C:6]2[N:7]([CH2:16][C:17]3[CH:36]=[CH:35][C:20]4/[C:21](=[C:31](/[CH3:34])\[C:32]#[N:33])/[C:22]5[CH:29]=[CH:28][C:27]([F:30])=[CH:26][C:23]=5[O:24][CH2:25][C:19]=4[CH:18]=3)[C:8]3[CH:14]=[CH:13][CH:12]=[CH:11][C:9]=3[N:10]=2)[CH2:2][CH2:3][CH2:4][CH2:5]1. Yields the product C1(CCCC1)C1=NC2=C(N1CC1=CC3=C(/C(/C4=C(OC3)C=C(C=C4)F)=C(\C#N)/C)C=C1)C=CC=C2 ((E)-2-{8-[(2-cyclopentyl-1H-benzo[d]imidazol-1-yl)methyl]-3-fluorodibenzo[b,e]oxepin-11(6H)-ylidene}propanenitrile). Procedure details: Using 2-cyclopentyl-1H-benzo[d]imidazole (62 mg, 0.335 mmol) and (E)-2-[8-(bromomethyl)-3-fluorodibenzo[b,e]oxepin-11(6H)-ylidene]propanenitrile (120 mg, 0.335 mmol) obtained in Reference Example 1, and in the same manner as in Reference Example 1A, the title compound (148 mg, 95%) was obtained.